This data is from the Open Reaction Database (ORD), a public repository of structured organic reaction records. The task is: describe an organic reaction: reactants, conditions, products, and yield Starting materials: OCC1=C(OC(C(=O)OC(C2=CC=CC=C2)C2=CC=CC=C2)CCC)C=CC=C1 (diphenylmethyl 2-[2-(hydroxymethyl)phenoxy]pentanoate), C(C)(C)(C)C=1N=C(SC1)C=1OC2=C(C1)C=C(C=C2)O (2-(4-tert-butylthiazol-2-yl)-5-hydroxybenzofuran), C1(=CC=CC=C1)P(C1=CC=CC=C1)C1=CC=CC=C1 (triphenylphosphine), CCOC(=O)/N=N/C(=O)OCC (diethylazodicarboxylate). Solvent: O1CCCC1 (tetrahydrofuran), O1CCCC1 (tetrahydrofuran). Yields the product C(C)(C)(C)C=1N=C(SC1)C=1OC2=C(C1)C=C(C=C2)OCC2=C(OC(C(=O)OC(C1=CC=CC=C1)C1=CC=CC=C1)CCC)C=CC=C2 (diphenylmethyl 2-{2-{[2-(4-tert-butylthiazol-2-yl)benzofuran-5-yloxy]methyl}phenoxy}pentanate). The yield is 76.8%. As a reaction SMILES: [OH:1][CH2:2][C:3]1[CH:29]=[CH:28][CH:27]=[CH:26][C:4]=1[O:5][CH:6]([CH2:23][CH2:24][CH3:25])[C:7]([O:9][CH:10]([C:17]1[CH:22]=[CH:21][CH:20]=[CH:19][CH:18]=1)[C:11]1[CH:16]=[CH:15][CH:14]=[CH:13][CH:12]=1)=[O:8].[C:30]([C:34]1[N:35]=[C:36]([C:39]2[O:40][C:41]3[CH:47]=[CH:46][C:45](O)=[CH:44][C:42]=3[CH:43]=2)[S:37][CH:38]=1)([CH3:33])([CH3:32])[CH3:31].C1(P(C2C=CC=CC=2)C2C=CC=CC=2)C=CC=CC=1.CCOC(/N=N/C(OCC)=O)=O>O1CCCC1>[C:30]([C:34]1[N:35]=[C:36]([C:39]2[O:40][C:41]3[CH:47]=[CH:46][C:45]([O:1][CH2:2][C:3]4[CH:29]=[CH:28][CH:27]=[CH:26][C:4]=4[O:5][CH:6]([CH2:23][CH2:24][CH3:25])[C:7]([O:9][CH:10]([C:11]4[CH:16]=[CH:15][CH:14]=[CH:13][CH:12]=4)[C:17]4[CH:18]=[CH:19][CH:20]=[CH:21][CH:22]=4)=[O:8])=[CH:44][C:42]=3[CH:43]=2)[S:37][CH:38]=1)([CH3:33])([CH3:31])[CH3:32]. Procedure: To a solution of diphenylmethyl 2-[2-(hydroxymethyl)phenoxy]pentanoate (1.70 g), 2-(4-tert-butylthiazol-2-yl)-5-hydroxybenzofuran (2.43 g), and triphenylphosphine (2.44 g) in tetrahydrofuran (40 ml) was added a solution of diethylazodicarboxylate (1.44 g) in tetrahydrofuran (2 ml) under ice-cooling. The mixture was stirred at the same temperature for an hour and at room temperature for an hour. The mixture was concentrated under reduced pressure and the residue was subjected to a column of silic... Starting materials: CCOC(=O)c1ncc2[nH]c3ccc(N)c(Br)c3c2n1, CC(C)CCON=O, CCO. The product is CCOC(=O)c1ncc2[nH]c3cccc(Br)c3c2n1. Reaction SMILES: [CH2:1]([CH3:2])[O:3][C:4](=[O:5])[c:6]1[n:7][cH:8][c:9]2[nH:10][c:11]3[cH:12][cH:13][c:14]([NH2:20])[c:15]([Br:19])[c:16]3[c:17]2[n:18]1.[CH3:21][CH:22]([CH2:23][CH2:24][O:25][N:26]=[O:27])[CH3:28].[CH3:29][CH2:30][OH:31]>>[CH2:1]([CH3:2])[O:3][C:4](=[O:5])[c:6]1[n:7][cH:8][c:9]2[nH:10][c:11]3[cH:12][cH:13][cH:14][c:15]([Br:19])[c:16]3[c:17]2[n:18]1. Reactants: OC=1N=NC(=CC1)C(=O)OCC (Ethyl 3-hydroxypyridazine-6-carboxylate), OC=1N=NC(=CC1)C(=O)O (3-hydroxypyridazine-6-carboxylic acid), P(=O)(Cl)(Cl)Cl (phosphorous oxychloride). Yields the product ClC1=CC=C(N=N1)C(=O)OCC (ethyl 6-chloro-3-pyridazinecarboxylate). Reaction SMILES: O[C:2]1[N:3]=[N:4][C:5]([C:8]([O:10][CH2:11][CH3:12])=[O:9])=[CH:6][CH:7]=1.OC1N=NC(C(O)=O)=CC=1.P(Cl)(Cl)([Cl:25])=O>>[Cl:25][C:2]1[N:3]=[N:4][C:5]([C:8]([O:10][CH2:11][CH3:12])=[O:9])=[CH:6][CH:7]=1. Reported procedure: Ethyl 3-hydroxypyridazine-6-carboxylate [22.00 g, 0.13 mol, prepared from 3-hydroxypyridazine-6-carboxylic acid according to the procedure of Libermann, D. and Rouaix, A. (Bull. Soc. Chim . Fr. 1959, 1793-1798)] and phosphorous oxychloride (122 mL, 1.31 mol) were heated at 110° C. (via an oil bath) for 1 h. The mixture was cooled and concentrated under reduced pressure, which removed the excess phosphorous oxychloride. The residue was dissolved into chloroform, cooled, and carefully washed with ... Starting materials: C(C1=CC=CC=C1)(C1=CC=CC=C1)(C1=CC=CC=C1)NC=1SC=C(N1)C(C(=O)O)=NOCCI (2-(2-tritylamino-4-thiazolyl)-2-(2-iodoethoxyimino)-acetic acid), ClC(C)Cl (dichloroethane). Run in N1=CC=CC=C1 (pyridine). Conditions: temperature 60 celsius, time 56 hour. Product: C(C1=CC=CC=C1)(C1=CC=CC=C1)(C1=CC=CC=C1)NC=1SC=C(N1)C(C(=O)O)=NOCCC1=NC=CC=C1 (2-(2-tritylamino-4-thiazolyl)-2-(2-pyridylethoxyimino)-acetic acid). RXN SMILES: [C:1]([NH:20][C:21]1[S:22][CH:23]=[C:24]([C:26](=[N:30][O:31][CH2:32][CH2:33]I)[C:27]([OH:29])=[O:28])[N:25]=1)([C:14]1[CH:19]=[CH:18][CH:17]=[CH:16][CH:15]=1)([C:8]1[CH:13]=[CH:12][CH:11]=[CH:10][CH:9]=1)[C:2]1[CH:7]=[CH:6][CH:5]=[CH:4][CH:3]=1.Cl[CH:36](Cl)[CH3:37]>N1C=CC=CC=1>[C:1]([NH:20][C:21]1[S:22][CH:23]=[C:24]([C:26](=[N:30][O:31][CH2:32][CH2:33][C:37]2[CH:36]=[CH:3][CH:2]=[CH:1][N:20]=2)[C:27]([OH:29])=[O:28])[N:25]=1)([C:14]1[CH:19]=[CH:18][CH:17]=[CH:16][CH:15]=1)([C:8]1[CH:13]=[CH:12][CH:11]=[CH:10][CH:9]=1)[C:2]1[CH:7]=[CH:6][CH:5]=[CH:4][CH:3]=1. Reported procedure: A mixture of 5 g of syn isomer of 2-(2-tritylamino-4-thiazolyl)-2-(2-iodoethoxyimino)-acetic acid solvated with dichloroethane (=4.27 g of pure product) and 30 ml of pyridine was heated at 60° C. for 24 hours and then stood at room temperature for 56 hours. The mixture was vacuum filtered and the recovered product was rinsed with pyridine and then ether and dried to obtain 1.66 g of the syn isomer of 2-(2-tritylamino-4-thiazolyl)-2-(2-pyridylethoxyimino)-acetic acid (pyridinium internal salt) me... The solvent is CN(C)C=O (DMF), CCOC(=O)C (EtOAc). Product: C(C)OC(COC1=CC(=CC=C1)CCCN(C(\C=C\C1=CC=NC=C1)=O)CCC(C1=CC=CC=C1)C1=CC=CC=C1)=O (ethyl[3-(3-{(3,3-diphenylpropyl) [(2E)-3-(4-pyridinyl)-2-propenoyl]amino}propyl)phenoxy]acetate). Run at time 8 hour. Starting materials: N1=CC=C(C=C1)/C=C/C(=O)O ((2E)-3-(4-pyridinyl)acrylic acid), C=1C=CC2=C(C1)N=NN2O (HOBt), C(C)OC(COC1=CC(=CC=C1)CCCNCCC(C1=CC=CC=C1)C1=CC=CC=C1)=O (ethyl(3-{3-[(3,3-diphenylpropyl)amino]propyl}phenoxy)acetate), Cl (HCl). Reaction SMILES: [N:1]1[CH:6]=[CH:5][C:4](/[CH:7]=[CH:8]/[C:9]([OH:11])=O)=[CH:3][CH:2]=1.C1C=CC2N(O)N=NC=2C=1.[CH2:22]([O:24][C:25](=[O:53])[CH2:26][O:27][C:28]1[CH:33]=[CH:32][CH:31]=[C:30]([CH2:34][CH2:35][CH2:36][NH:37][CH2:38][CH2:39][CH:40]([C:47]2[CH:52]=[CH:51][CH:50]=[CH:49][CH:48]=2)[C:41]2[CH:46]=[CH:45][CH:44]=[CH:43][CH:42]=2)[CH:29]=1)[CH3:23].Cl>CN(C=O)C.CCOC(C)=O>[CH2:22]([O:24][C:25](=[O:53])[CH2:26][O:27][C:28]1[CH:33]=[CH:32][CH:31]=[C:30]([CH2:34][CH2:35][CH2:36][N:37]([CH2:38][CH2:39][CH:40]([C:47]2[CH:48]=[CH:49][CH:50]=[CH:51][CH:52]=2)[C:41]2[CH:42]=[CH:43][CH:44]=[CH:45][CH:46]=2)[C:9](=[O:11])/[CH:8]=[CH:7]/[C:4]2[CH:3]=[CH:2][N:1]=[CH:6][CH:5]=2)[CH:29]=1)[CH3:23]. Reported procedure: To a solution of (2E)-3-(4-pyridinyl)acrylic acid (23 mg) in DMF (1 mL) was added HOBt (21 mg), ethyl(3-{3-[(3,3-diphenylpropyl)amino]propyl}phenoxy)acetate (55 mg) and WSCD.HCl (29 mg) at ambient temperature. The reaction mixture was stirred for 8 hours at the same temperature. The resulting mixture was diluted with EtOAc and washed successively with water and brine. The organic layer was dried over anhydrous MgSO4, filtered and evaporated in vacuo. The residue was purified by silica gel column... Starting materials: CSC1=[N+]2Cc3ccccc3CC2CS1, [I-], Nc1cc[nH]n1. Yields the product c1ccc2c(c1)CC1CSC(=Nc3cc[nH]n3)N1C2. Reaction SMILES: [CH3:2][S:3][C:4]1=[N+:8]2[CH:7]([CH2:6][S:5]1)[CH2:16][c:15]1[c:10]([cH:11][cH:12][cH:13][cH:14]1)[CH2:9]2.[I-:1].[NH2:17][c:18]1[n:19][nH:20][cH:21][cH:22]1>>[C:4]1(=[N:17][c:18]2[n:19][nH:20][cH:21][cH:22]2)[S:5][CH2:6][CH:7]2[N:8]1[CH2:9][c:10]1[cH:11][cH:12][cH:13][cH:14][c:15]1[CH2:16]2. Starting materials: ClC1=CC(=C(N)C=C1)C(CCCCC)=O (4-chloro-2-hexanoylaniline), S(=O)(=O)(C1=CC=C(C)C=C1)Cl (tosyl chloride). The solvent is N1=CC=CC=C1 (pyridine). Product: ClC1=CC(=C(NS(=O)(=O)C2=CC=C(C)C=C2)C=C1)C(CCCCC)=O (4-Chloro-2-hexanoyl-N-tosylaniline). Reaction SMILES: [Cl:1][C:2]1[CH:8]=[CH:7][C:5]([NH2:6])=[C:4]([C:9](=[O:15])[CH2:10][CH2:11][CH2:12][CH2:13][CH3:14])[CH:3]=1.[S:16](Cl)([C:19]1[CH:25]=[CH:24][C:22]([CH3:23])=[CH:21][CH:20]=1)(=[O:18])=[O:17]>N1C=CC=CC=1>[Cl:1][C:2]1[CH:8]=[CH:7][C:5]([NH:6][S:16]([C:19]2[CH:25]=[CH:24][C:22]([CH3:23])=[CH:21][CH:20]=2)(=[O:18])=[O:17])=[C:4]([C:9](=[O:15])[CH2:10][CH2:11][CH2:12][CH2:13][CH3:14])[CH:3]=1. Procedure details: A mixture containing 15 g of 4-chloro-2-hexanoylaniline and 10.5 g of tosyl chloride is heated in 100 ml of pyridine at 100° C. overnight. The solvent is evaporated off, the residue is taken up with hydrochloric water and extracted with methylene chloride and the extract is dried and concentrated. The crude reaction product crystallizes from isopropyl ether to give 14.5 g.